This data is from the Open Reaction Database (ORD), a public repository of structured organic reaction records. The task is: describe an organic reaction: reactants, conditions, products, and yield Reactants: CC(C)COC(=O)Cl, Cl, NC1(C(=O)O)CCc2ccccc2C1, [Na+], [OH-]. The product is CC(C)COC(=O)NC1(C(=O)O)CCc2ccccc2C1. Reaction SMILES: [Cl:15][C:16](=[O:17])[O:18][CH2:19][CH:20]([CH3:21])[CH3:22].[ClH:25].[NH2:1][C:2]1([C:12](=[O:13])[OH:14])[CH2:3][c:4]2[cH:5][cH:6][cH:7][cH:8][c:9]2[CH2:10][CH2:11]1.[Na+:24].[OH-:23]>>[NH:1]([C:2]1([C:12](=[O:13])[OH:14])[CH2:3][c:4]2[cH:5][cH:6][cH:7][cH:8][c:9]2[CH2:10][CH2:11]1)[C:16](=[O:17])[O:18][CH2:19][CH:20]([CH3:21])[CH3:22]. Reactants: Cl.N1=C(C=CC=C1)N(C(=O)C1=CC2=C(N(C(=N2)CN(C)C2=CC=C(C=C2)C(N)=N)C)C=C1)CCC(=O)OCC (1-methyl-2-[N-(4-amidinophenyl)-N-methylaminomethyl]benzimidazol-5-yl-carboxylic acid-N-(2-pyridyl)-N-(2-ethoxycarbonylethyl)amide hydrochloride), C(C1=CC=CC=C1)(=O)Cl (benzoyl chloride), C35H35N7O4. The product is N1=C(C=CC=C1)N(C(=O)C1=CC2=C(N(C(=N2)CN(C)C2=CC=C(C=C2)C(NC(C2=CC=CC=C2)=O)=N)C)C=C1)CCC(=O)OCC (1-Methyl-2-[N-[4-(N-benzoylamidino)phenyl]-N-methylaminomethyl]benzimidazol-5-yl-carboxylic acid-N-(2-pyridyl)-N-(2-ethoxycarbonylethyl)amide). Isolated yield 63.0%. Reaction SMILES: Cl.[N:2]1[CH:7]=[CH:6][CH:5]=[CH:4][C:3]=1[N:8]([CH2:33][CH2:34][C:35]([O:37][CH2:38][CH3:39])=[O:36])[C:9]([C:11]1[CH:32]=[CH:31][C:14]2[N:15]([CH3:30])[C:16]([CH2:18][N:19]([C:21]3[CH:26]=[CH:25][C:24]([C:27](=[NH:29])[NH2:28])=[CH:23][CH:22]=3)[CH3:20])=[N:17][C:13]=2[CH:12]=1)=[O:10].[C:40](Cl)(=[O:47])[C:41]1[CH:46]=[CH:45][CH:44]=[CH:43][CH:42]=1>>[N:2]1[CH:7]=[CH:6][CH:5]=[CH:4][C:3]=1[N:8]([CH2:33][CH2:34][C:35]([O:37][CH2:38][CH3:39])=[O:36])[C:9]([C:11]1[CH:32]=[CH:31][C:14]2[N:15]([CH3:30])[C:16]([CH2:18][N:19]([C:21]3[CH:26]=[CH:25][C:24]([C:27](=[NH:28])[NH:29][C:40](=[O:47])[C:41]4[CH:46]=[CH:45][CH:44]=[CH:43][CH:42]=4)=[CH:23][CH:22]=3)[CH3:20])=[N:17][C:13]=2[CH:12]=1)=[O:10] |f:0.1|. Procedure details: Prepared analogously to Example 90 from 1-methyl-2-[N-(4-amidinophenyl)-N-methylaminomethyl]benzimidazol-5-yl-carboxylic acid-N-(2-pyridyl)-N-(2-ethoxycarbonylethyl)amide hydrochloride and benzoyl chloride. Yield: 63% of theory, C35H35N7O4 (617.7); EKA mass spectrum: (M+H)+=618; (M+H+Na)++=320.7; (M+Na)+=640. Reactants: N1=CC=C(C=C1)OC1=CC=C(C=C1)N (4-(pyridin-4-yloxy)phenylamine), CCOC(=O)C (EtOAc), COC(C1=CC=C(C=C1)N1N=C(C=C1N)C(C)(C)C)=O (4-(5-amino-3-tert-butyl-pyrazol-1-yl)benzoic acid methyl ester), C1=CN(C=N1)C(=O)N2C=CN=C2 (CDI). The solvent is ClCCCl (DCE), ClCCCl (DCE). Reaction conditions: time 16 hour. Product: COC(C1=CC=C(C=C1)N1N=C(C=C1NC(=O)NC1=CC=C(C=C1)OC1=CC=NC=C1)C(C)(C)C)=O (4-(3-tert-butyl-5-{3-[4-(pyridin-4-yloxy)phenyl]ureido}-pyrazol-1-yl)-benzoic acid methyl ester). Isolated yield 68.4%. RXN SMILES: [CH3:1][O:2][C:3](=[O:20])[C:4]1[CH:9]=[CH:8][C:7]([N:10]2[C:14]([NH2:15])=[CH:13][C:12]([C:16]([CH3:19])([CH3:18])[CH3:17])=[N:11]2)=[CH:6][CH:5]=1.C1N=CN([C:26]([N:28]2C=N[CH:30]=[CH:29]2)=[O:27])C=1.[N:33]1[CH:38]=[CH:37][C:36]([O:39][C:40]2[CH:45]=CC(N)=[CH:42][CH:41]=2)=[CH:35][CH:34]=1.CCOC(C)=O>ClCCCl>[CH3:1][O:2][C:3](=[O:20])[C:4]1[CH:5]=[CH:6][C:7]([N:10]2[C:14]([NH:15][C:26]([NH:28][C:29]3[CH:30]=[CH:45][C:40]([O:39][C:36]4[CH:37]=[CH:38][N:33]=[CH:34][CH:35]=4)=[CH:41][CH:42]=3)=[O:27])=[CH:13][C:12]([C:16]([CH3:17])([CH3:19])[CH3:18])=[N:11]2)=[CH:8][CH:9]=1. Reported procedure: To a suspension of 4-(5-amino-3-tert-butyl-pyrazol-1-yl)benzoic acid methyl ester (1.89 g, 6.93 mmol) in anhydrous DCE (10 mL) was added CDI (1.24 g, 7.62 mmol), and the mixture was stirred at room temperature for 16 h. A suspension of 4-(pyridin-4-yloxy)phenylamine (1.29 g, 6.93 mmol; Dumas et al., U.S. pat. appl. US2002065296 (2002)) in DCE was then added, and the mixture was stirred at room temperature for 4 h. The reaction was diluted into EtOAc. The organic layer was washed with water and b... The reactants are resultant solution, [N-]=[N+]=[N-].[Na+] (sodium azide), BrC=1C=C2C(=C3C(CC(NC13)=O)(C)C)OC(C2)CBr (5-Bromo-2-bromomethyl-9,9-dimethyl-2,3,6,7,8,9-hexahydrofuro[2,3-f]quinoline-7-one). Solvent: CN(C=O)C (dimethylformamide). Conditions: time 17 hour. Yields the product N(=[N+]=[N-])CC1CC=2C(=C3C(CC(NC3=C(C2)Br)=O)(C)C)O1 (2-Azidomethyl-5-bromo-9,9-dimethyl-2,3,6,7,8,9-hexahydrofuro[2,3-f]quinoline-7-one). The yield is 88.4%. As a reaction SMILES: [Br:1][C:2]1[CH:3]=[C:4]2[CH2:17][CH:16]([CH2:18]Br)[O:15][C:5]2=[C:6]2[C:11]=1[NH:10][C:9](=[O:12])[CH2:8][C:7]2([CH3:14])[CH3:13].[N-:20]=[N+:21]=[N-:22].[Na+]>CN(C)C=O>[N:20]([CH2:18][CH:16]1[O:15][C:5]2=[C:6]3[C:11](=[C:2]([Br:1])[CH:3]=[C:4]2[CH2:17]1)[NH:10][C:9](=[O:12])[CH2:8][C:7]3([CH3:14])[CH3:13])=[N+:21]=[N-:22] |f:1.2|. Procedure: 5-Bromo-2-bromomethyl-9,9-dimethyl-2,3,6,7,8,9-hexahydrofuro[2,3-f]quinoline-7-one (1.25 g, 3.21 mmol) was dissolved in dimethylformamide (50 ml). To the resultant solution, sodium azide (1.25 g, 19.3 mmol) was added, and the mixture was stirred at room temperature for 17 hours. The reaction mixture was condensed under reduced pressure, and the residue was extracted along with chloroform and water. The organic phase was dried, and condensed under reduced pressure. Recrystallization from chlorofo... Starting materials: [H-].[Na+] (sodium hydride), BrC1=CC=C(C=C1)C(O)C1=CC=CC=C1 ((4-bromophenyl)(phenyl)methanol), ClC(C#N)(Cl)Cl (trichloroacetonitrile). Solvent: CCOCC (Et2O). Conditions: temperature 0 celsius, time 1.5 hour. Yields the product ClC(C(OC(C1=CC=CC=C1)C1=CC=C(C=C1)Br)=N)(Cl)Cl ((4-bromophenyl)(phenyl)methyl 2,2,2-trichloroethanimidoate). As a reaction SMILES: [Br:1][C:2]1[CH:7]=[CH:6][C:5]([CH:8]([C:10]2[CH:15]=[CH:14][CH:13]=[CH:12][CH:11]=2)[OH:9])=[CH:4][CH:3]=1.[H-].[Na+].[Cl:18][C:19]([Cl:23])([Cl:22])[C:20]#[N:21]>CCOCC>[Cl:18][C:19]([Cl:23])([Cl:22])[C:20](=[NH:21])[O:9][CH:8]([C:5]1[CH:4]=[CH:3][C:2]([Br:1])=[CH:7][CH:6]=1)[C:10]1[CH:11]=[CH:12][CH:13]=[CH:14][CH:15]=1 |f:1.2|. Procedure: (4-bromophenyl)(phenyl)methanol from example 67 step 2 (175 g, 0.665 mol) was dissolved in Et2O (700 mL) and sodium hydride (2.66 g of 60% dispension in oil, 0.067 mol, 0.1 eg) was added. Reaction mixture was cooled to 0° C. and trichloroacetonitrile (96 g, 0.665 mol, 1 eg) was added dropwise over 15 min. Reaction mixture was allowed to warm to room temperature and stirred for 1.5 hours. Mixture was evaporated to dryness and solid was stirred in hexane for 18 hours. The solid was filtered to giv...